From a dataset of the Open Reaction Database (ORD), a public repository of structured organic reaction records. describe an organic reaction: reactants, conditions, products, and yield The reactants are O=Cc1ccc(-c2ccc3ncnc(Nc4ccc(OCc5ccccc5)cc4)c3c2)o1, Nc1cccnc1. The product is c1ccc(COc2ccc(Nc3ncnc4ccc(-c5ccc(CNc6cccnc6)o5)cc34)cc2)cc1. RXN SMILES: [CH2:1]([c:2]1[cH:3][cH:4][cH:5][cH:6][cH:7]1)[O:8][c:9]1[cH:10][cH:11][c:12]([NH:15][c:16]2[n:17][cH:18][n:19][c:20]3[cH:21][cH:22][c:23](-[c:26]4[cH:27][cH:28][c:29]([CH:31]=[O:32])[o:30]4)[cH:24][c:25]23)[cH:13][cH:14]1.[NH2:33][c:34]1[cH:35][n:36][cH:37][cH:38][cH:39]1>>[CH2:1]([c:2]1[cH:3][cH:4][cH:5][cH:6][cH:7]1)[O:8][c:9]1[cH:10][cH:11][c:12]([NH:15][c:16]2[n:17][cH:18][n:19][c:20]3[cH:21][cH:22][c:23](-[c:26]4[cH:27][cH:28][c:29]([CH2:31][NH:33][c:34]5[cH:35][n:36][cH:37][cH:38][cH:39]5)[o:30]4)[cH:24][c:25]23)[cH:13][cH:14]1. The yield is 88.0%. Product: CN(C=1SC(=CN1)CO)C1OCCCC1 ((2-(methyl-(tetrahydro-2H-pyran-2-yl)amino)thiazol-5-yl)methanol). Reported procedure: LiAlH4 (425 mg, 11.20 mmol) was added to a solution of ethyl 2-(methyl(tetrahydro-2H-pyran-2-yl)amino)thiazole-5-carboxylate (2.02 g, 7.47 mmol) in THF (20 mL) at 0° C. in small portions. After stirring at 0° C. for 30 min, the reaction was quenched slowly by H2O (1 mL), 5% NaOH (3 mL) and again H2O (5 mL). Then AcOEt was added. The reaction mixture was dried with Na2SO4 and filtered through celite. The filtrate was concentrated and purified by column chromatography (30%-50% AcOEt/PE gradient), ... Conditions: temperature 0 celsius, time 30 minute. RXN SMILES: [H-].[H-].[H-].[H-].[Li+].[Al+3].[CH3:7][N:8]([CH:19]1[CH2:24][CH2:23][CH2:22][CH2:21][O:20]1)[C:9]1[S:10][C:11]([C:14](OCC)=[O:15])=[CH:12][N:13]=1>C1COCC1>[CH3:7][N:8]([CH:19]1[CH2:24][CH2:23][CH2:22][CH2:21][O:20]1)[C:9]1[S:10][C:11]([CH2:14][OH:15])=[CH:12][N:13]=1 |f:0.1.2.3.4.5|. Starting materials: [H-].[H-].[H-].[H-].[Li+].[Al+3] (LiAlH4), CN(C=1SC(=CN1)C(=O)OCC)C1OCCCC1 (ethyl 2-(methyl(tetrahydro-2H-pyran-2-yl)amino)thiazole-5-carboxylate). Solvent: C1CCOC1 (THF). Starting materials: CS(C)=O, CC1COc2c(F)c(F)cc3c(=O)c(C(=O)O)cn1c23, OC1CCNCC1. Product: CC1COc2c(N3CCC(O)CC3)c(F)cc3c(=O)c(C(=O)O)cn1c23. RXN SMILES: [CH3:28][S:29]([CH3:30])=[O:31].[F:1][c:2]1[c:3]([F:20])[c:4]2[c:5]3[n:6]([cH:11][c:12]([C:17](=[O:18])[OH:19])[c:13](=[O:16])[c:14]3[cH:15]1)[CH:7]([CH3:10])[CH2:8][O:9]2.[OH:21][CH:22]1[CH2:23][CH2:24][NH:25][CH2:26][CH2:27]1>>[F:1][c:2]1[c:3]([N:25]2[CH2:24][CH2:23][CH:22]([OH:21])[CH2:27][CH2:26]2)[c:4]2[c:5]3[n:6]([cH:11][c:12]([C:17](=[O:18])[OH:19])[c:13](=[O:16])[c:14]3[cH:15]1)[CH:7]([CH3:10])[CH2:8][O:9]2.